describe an organic reaction: reactants, conditions, products, and yield From a dataset of the Open Reaction Database (ORD), a public repository of structured organic reaction records. Starting materials: COC1=C(CC(C#N)=CN2CCOCC2)C=C(C=C1)OCCCCC (2-(2-methoxy-5-pentyloxybenzyl)-3-morpholinoacrylonitrile), Cl.NC1=CC=CC=C1 (aniline hydrochloride), CCO (EtOH), Na, CCO (EtOH), Cl.NC(=N)N (guanidine hydrochloride), CC[O-].[Na+] (NaOEt), [Na+].[Cl-] (NaCl). Reaction conditions: time 5 minute. Product: NC1=NC=C(C(=N1)N)C(C1=CC=CC=C1)OCCCC(C)OC (2,4-diamino-5-[(2-methoxy-5-pentyloxy)benzyl]pyrimidine). Reaction SMILES: CO[C:3]1[CH:19]=[CH:18][C:17](OCCCCC)=[CH:16][C:4]=1[CH2:5][C:6](=[CH:9]N1CCOCC1)[C:7]#[N:8].Cl.N[C:28]1C=[CH:32][CH:31]=[CH:30][CH:29]=1.Cl.[NH2:35][C:36]([NH2:38])=[NH:37].C[CH2:40][O-:41].[Na+].[Na+].[Cl-].CC[OH:47]>>[NH2:37][C:36]1[N:38]=[C:7]([NH2:8])[C:6]([CH:5]([O:47][CH2:32][CH2:31][CH2:30][CH:29]([O:41][CH3:40])[CH3:28])[C:4]2[CH:3]=[CH:19][CH:18]=[CH:17][CH:16]=2)=[CH:9][N:35]=1 |f:1.2,3.4,5.6,7.8|. Procedure details: A solution of 10 (0.835 g, 2.43 mmol) and aniline hydrochloride (0.47 g, 3.64 mmol) in absolute EtOH (10 mL) was refluxed for 1 h. In a separate flask, guanidine hydrochloride (1.09 g, 11.4 mmol) was added to a solution of NaOEt prepared by dissolving clean metallic Na (345 mg, 15 mmol) in absolute EtOH (15 mL) and the flask was swirled manually for 5 min. The entire contents of the second flask (including the NaCl) were added to the first, and the combined mixture was refluxed for 18 h and then... Product: COC(=O)c1cc(O)cc(-c2ccccc2)c1. The reactants are COC(=O)c1cc(OCc2ccccc2)cc(-c2ccccc2)c1, CC(=O)O. As a reaction SMILES: [CH2:1]([c:2]1[cH:3][cH:4][cH:5][cH:6][cH:7]1)[O:8][c:9]1[cH:10][c:11]([C:12](=[O:13])[O:14][CH3:15])[cH:16][c:17](-[c:19]2[cH:20][cH:21][cH:22][cH:23][cH:24]2)[cH:18]1.[CH3:25][C:26](=[O:27])[OH:28]>>[OH:8][c:9]1[cH:10][c:11]([C:12](=[O:13])[O:14][CH3:15])[cH:16][c:17](-[c:19]2[cH:20][cH:21][cH:22][cH:23][cH:24]2)[cH:18]1. Reactants: N[C@@H]1[C@@H](CN(CC1)C(=O)OC(C)(C)C)OCC (tert-butyl cis(±)-4-amino-3-ethoxypiperidine-1-carboxylate), Example ( 112d ), ClC(=O)OCC1=CC=CC=C1 (benzyl chloroformate). The product is C(C1=CC=CC=C1)OC(=O)N[C@@H]1[C@@H](CN(CC1)C(=O)OC(C)(C)C)OCC (tert-Butyl cis(±)-4-{[(benzyloxy)carbonyl]amino}-3-ethoxypiperidine-1-carboxylate). As a reaction SMILES: [NH2:1][C@H:2]1[CH2:7][CH2:6][N:5]([C:8]([O:10][C:11]([CH3:14])([CH3:13])[CH3:12])=[O:9])[CH2:4][C@H:3]1[O:15][CH2:16][CH3:17].Cl[C:19]([O:21][CH2:22][C:23]1[CH:28]=[CH:27][CH:26]=[CH:25][CH:24]=1)=[O:20]>>[CH2:22]([O:21][C:19]([NH:1][C@H:2]1[CH2:7][CH2:6][N:5]([C:8]([O:10][C:11]([CH3:12])([CH3:13])[CH3:14])=[O:9])[CH2:4][C@H:3]1[O:15][CH2:16][CH3:17])=[O:20])[C:23]1[CH:28]=[CH:27][CH:26]=[CH:25][CH:24]=1. Procedure details: The same operation as in Example (40a) was performed using tert-butyl cis(±)-4-amino-3-ethoxypiperidine-1-carboxylate obtained by the method described in Example (112d) (0.5 g, 2.05 mmol) and benzyl chloroformate (0.5 mL, 3.50 mmol), to obtain 0.73 g of the title compound as a colorless oily substance (93%). Reactants: C(C)(=O)O[C@@H]1C[C@@H]2CC[C@H]3[C@@H]4C[C@H]5[C@H]([C@H](C)[C@]6(O5)CC[C@@H](C)CO6)[C@]4(C[C@H]([C@@H]3[C@]2(CC1=O)C)OC(C)=O)C ((3β,5α,11α,25R)-3,11-di(acetoxy)spirostan-2-one), C[O-].[Na+] (sodium methoxide). Solvent: C1CCOC1 (THF), CO (methanol). Yields the product C[C@H]1[C@H]2[C@H](C[C@H]3[C@@H]4CC[C@H]5C[C@H](CC[C@]5(C)[C@H]4[C@@H](C([C@]23C)=O)O)O)O[C@]12CC[C@@H](C)CO2 ((3β,5α,11α,25R)spirostan-3,11-diol-12-one). Reaction SMILES: C([O:4][C@H:5]1[C:31](=O)[CH2:30][C@@:29]2([CH3:33])[C@@H:7]([CH2:8][CH2:9][C@@H:10]3[C@@H:28]2[C@H:27]([O:34]C(=O)C)[CH2:26][C@@:25]2([CH3:38])[C@H:11]3[CH2:12][C@@H:13]3[O:18][C@@:17]4([O:24][CH2:23][C@H:21]([CH3:22])[CH2:20][CH2:19]4)[C@@H:15]([CH3:16])[C@@H:14]32)[CH2:6]1)(=O)C.C[O-:40].[Na+]>CO.C1COCC1>[CH3:16][C@@H:15]1[C@:17]2([O:24][CH2:23][C@H:21]([CH3:22])[CH2:20][CH2:19]2)[O:18][C@H:13]2[CH2:12][C@@H:11]3[C@@:25]([CH3:38])([C@@H:14]12)[C:26](=[O:40])[C@@H:27]([OH:34])[C@H:28]1[C@H:10]3[CH2:9][CH2:8][C@@H:7]2[C@:29]1([CH3:33])[CH2:30][CH2:31][C@H:5]([OH:4])[CH2:6]2 |f:1.2|. Procedure: (3β,5α,11α,25R)-3,11-di(acetoxy)spirostan-2-one was saponified with sodium methoxide in methanol and THF to give the title compound. As a reaction SMILES: [N+](=[CH:3][Si](C)(C)C)=[N-].[Br:8][C:9]1[CH:10]=[C:11]([CH2:16][C:17]([OH:19])=[O:18])[CH:12]=[CH:13][C:14]=1[F:15]>C(OCC)C.ClCCl.CO>[Br:8][C:9]1[CH:10]=[C:11]([CH2:16][C:17]([O:19][CH3:3])=[O:18])[CH:12]=[CH:13][C:14]=1[F:15]. Procedure details: A solution of (diazomethyl)trimethylsilane (12.87 mL) in diethyl ether was added to an ice-batch cooled solution of 2-(3-bromo-4-fluorophenyl)acetic acid (3 g) in dichloromethane (20 mL) and methanol (5 mL). The mixture was stirred for 10 min. and concentrated in vacuo to give methyl 2-(3-bromo-4-fluorophenyl)acetate (3.20 g) that was Run in C(C)OCC (diethyl ether), ClCCl (dichloromethane), CO (methanol). Run at time 10 minute. Yields the product BrC=1C=C(C=CC1F)CC(=O)OC (methyl 2-(3-bromo-4-fluorophenyl)acetate). Starting materials: [N+](=[N-])=C[Si](C)(C)C ((diazomethyl)trimethylsilane), ice, BrC=1C=C(C=CC1F)CC(=O)O (2-(3-bromo-4-fluorophenyl)acetic acid). Starting materials: CC(C)(C)[O-], CI, [K+], C1CCOC1, O, CC(c1ccccc1)N1CCOC(c2ccc(Nc3ccccn3)cc2)C1. Product: CC(c1ccccc1)N1CCOC(c2ccc(N(C)c3ccccn3)cc2)C1. As a reaction SMILES: [CH3:30][C:31]([CH3:32])([O-:33])[CH3:34].[I:28][CH3:29].[K+:35].[O:37]1[CH2:38][CH2:39][CH2:40][CH2:41]1.[OH2:36].[c:1]1([CH:7]([CH3:8])[N:9]2[CH2:10][CH:11]([c:15]3[cH:16][cH:17][c:18]([NH:21][c:22]4[n:23][cH:24][cH:25][cH:26][cH:27]4)[cH:19][cH:20]3)[O:12][CH2:13][CH2:14]2)[cH:2][cH:3][cH:4][cH:5][cH:6]1>>[c:1]1([CH:7]([CH3:8])[N:9]2[CH2:10][CH:11]([c:15]3[cH:16][cH:17][c:18]([N:21]([c:22]4[n:23][cH:24][cH:25][cH:26][cH:27]4)[CH3:30])[cH:19][cH:20]3)[O:12][CH2:13][CH2:14]2)[cH:2][cH:3][cH:4][cH:5][cH:6]1. Starting materials: CC(=O)C (acetone), FC=1C=C2C(=C(/C(/C2=CC1)=C/C1=CC=C(C=C1)SC)C)C=O ((Z)-5-Fluoro-3-formyl-2-methyl-1-(4-methylthiobenzylidene)indene), cerous chloride, [BH4-].[Na+] (sodium borohydride). The solvent is [Cl-].[Na+].O (brine), C(C)O (ethanol), C1CCOC1 (THF). Run at time 30 minute. Yields the product FC=1C=C2C(=C(/C(/C2=CC1)=C/C1=CC=C(C=C1)SC)C)CO ((Z)-5-Fluoro-3-hydroxymethyl-2-methyl-1-(4-methylthiobenzylidene)indene). As a reaction SMILES: [F:1][C:2]1[CH:3]=[C:4]2[C:8](=[CH:9][CH:10]=1)/[C:7](=[CH:11]\[C:12]1[CH:17]=[CH:16][C:15]([S:18][CH3:19])=[CH:14][CH:13]=1)/[C:6]([CH3:20])=[C:5]2[CH:21]=[O:22].[BH4-].[Na+].CC(C)=O>C(O)C.C1COCC1.[Cl-].[Na+].O>[F:1][C:2]1[CH:3]=[C:4]2[C:8](=[CH:9][CH:10]=1)/[C:7](=[CH:11]\[C:12]1[CH:17]=[CH:16][C:15]([S:18][CH3:19])=[CH:14][CH:13]=1)/[C:6]([CH3:20])=[C:5]2[CH2:21][OH:22] |f:1.2,6.7.8|. Reported procedure: To a solution of the aldehyde from Step 2 (1.0 g, 3.2 mmol) in ethanol (50 mL) and THF (20 mL) there was added cerous chloride (0.79 g, 3.2 mmol) and sodium borohydride (0.13 g, 3.5 mmol). The mixture was stirred at room temperature for 30 minutes, there was added acetone (3 mL) and after 5 minutes the mixture was diluted with brine (100 mL) and extracted with ether (100 mL). The crude material was purified by column chromatography on silica gel, eluting with a 1:5 mixture of ethyl acetate-hexan...